From a dataset of the Open Reaction Database (ORD), a public repository of structured organic reaction records. describe an organic reaction: reactants, conditions, products, and yield Starting materials: CCOc1cc(-n2c(=O)cc(C(F)(F)F)[nH]c2=O)c(F)cc1Br, O=C([O-])[O-], CI, [K+], [K+], CN(C)C=O. Product: CCOc1cc(-n2c(=O)cc(C(F)(F)F)n(C)c2=O)c(F)cc1Br. RXN SMILES: [Br:1][c:2]1[cH:3][c:4]([F:23])[c:5](-[n:11]2[c:12](=[O:22])[nH:13][c:14]([C:18]([F:19])([F:20])[F:21])[cH:15][c:16]2=[O:17])[cH:6][c:7]1[O:8][CH2:9][CH3:10].[C:26](=[O:27])([O-:28])[O-:29].[CH3:24][I:25].[K+:30].[K+:31].[O:32]=[CH:33][N:34]([CH3:35])[CH3:36]>>[Br:1][c:2]1[cH:3][c:4]([F:23])[c:5](-[n:11]2[c:12](=[O:22])[n:13]([CH3:26])[c:14]([C:18]([F:19])([F:20])[F:21])[cH:15][c:16]2=[O:17])[cH:6][c:7]1[O:8][CH2:9][CH3:10]. The reactants are COc1ccc(Cn2nc(OC)c3cc(NC(=O)OC(C)(C)C)cnc32)cc1, O=C(O)C(F)(F)F. The product is COc1ccc(Cn2nc(OC)c3cc(N)cnc32)cc1. RXN SMILES: [CH3:1][O:2][c:3]1[n:4][n:5]([CH2:20][c:21]2[cH:22][cH:23][c:24]([O:27][CH3:28])[cH:25][cH:26]2)[c:6]2[n:7][cH:8][c:9]([NH:12][C:13](=[O:14])[O:15][C:16]([CH3:17])([CH3:18])[CH3:19])[cH:10][c:11]12.[OH:29][C:30]([C:31]([F:32])([F:33])[F:34])=[O:35]>>[CH3:1][O:2][c:3]1[n:4][n:5]([CH2:20][c:21]2[cH:22][cH:23][c:24]([O:27][CH3:28])[cH:25][cH:26]2)[c:6]2[n:7][cH:8][c:9]([NH2:12])[cH:10][c:11]12. The reactants are CS(=O)(=O)C=C ((methylsulfonyl)ethene), N=1CCCN2C1CCCCC2 (2,3,4,6,7,8,9,10-octahydropyrimido[1,2-a]azepine), [N+](=O)([O-])C(C)C (2-nitropropane), crude product. The product is CC(CCS(=O)(=O)C)(C)[N+](=O)[O-] (3-methyl-1-(methylsulfonyl)-3-nitrobutane). Yield: 72.8%. RXN SMILES: [CH3:1][S:2]([CH:5]=[CH2:6])(=[O:4])=[O:3].N1CCCN2CCCCCC=12.[N+:18]([CH:21]([CH3:23])[CH3:22])([O-:20])=[O:19]>>[CH3:22][C:21]([N+:18]([O-:20])=[O:19])([CH3:23])[CH2:6][CH2:5][S:2]([CH3:1])(=[O:4])=[O:3]. Reported procedure: A solution of (methylsulfonyl)ethene (1.51 mL, 17.24 mmol, Sigma-Aldrich) and 2,3,4,6,7,8,9,10-octahydropyrimido[1,2-a]azepine (3.86 ml, 25.9 mmol) in 2-nitropropane (72.8 mL, 810 mmol, Sigma-Aldrich) was stirred at RT for 2 d. The crude product was adsorbed onto silica and was purified via automated flash chromatography (silica gel) with 100% DCM followed by 1% 2 M NH3 in MeOH/DCM to give 3-methyl-1-(methylsulfonyl)-3-nitrobutane (338a, 2.45 g, 12.55 mmol, 73% yield) as a white solid. 1H NMR (4... The reactants are C(C=C)ON=C(C(=O)NC1[C@@H]2N(C(=C(CS2)COC(C)=O)C(=O)[O-])C1=O)C1=NSC(=N1)N.[Na+] (sodium 7-[2-allyloxyimino-2-(5-amino-1,2,4-thiadiazole-3-yl)acetamido]-3-acetoxymethyl-3-cephem-4-carboxylate), CN1N=CC2=C1CCC2 (1-methyl-5,6-dihydro-1H,4H-cyclopenta[c]pyrazole), [I-].[Na+] (sodium iodide), P(O)(O)(O)=O (phosphoric acid), Cl (hydrochloric acid). The solvent is C(C)#N (acetonitrile), O (water), O (water). Run at time 2 hour. The product is C(C=C)ON=C(C(=O)NC1[C@@H]2N(C(=C(CS2)C[N+]=2N(C3=C(C2)CCC3)C)C(=O)[O-])C1=O)C1=NSC(=N1)N (7-[2-allyloxyimino-2-(5-amino-1,2,4-thiadiazol-3-yl)-acetamido]-3-[1-methyl-5,6-dihydro-2(1H,4H)-cyclopenta[c]pyrazolio]methyl-3-cephem-4-carboxylate). Isolated yield 18.7%. Reaction SMILES: [CH2:1]([O:4][N:5]=[C:6]([C:27]1[N:31]=[C:30]([NH2:32])[S:29][N:28]=1)[C:7]([NH:9][CH:10]1[C:25](=[O:26])[N:12]2[C:13]([C:22]([O-:24])=[O:23])=[C:14]([CH2:17]OC(=O)C)[CH2:15][S:16][C@H:11]12)=[O:8])[CH:2]=[CH2:3].[Na+].[CH3:34][N:35]1[C:39]2[CH2:40][CH2:41][CH2:42][C:38]=2[CH:37]=[N:36]1.[I-].[Na+].P(=O)(O)(O)O.Cl>O.C(#N)C>[CH2:1]([O:4][N:5]=[C:6]([C:27]1[N:31]=[C:30]([NH2:32])[S:29][N:28]=1)[C:7]([NH:9][CH:10]1[C:25](=[O:26])[N:12]2[C:13]([C:22]([O-:24])=[O:23])=[C:14]([CH2:17][N+:36]3[N:35]([CH3:34])[C:39]4[CH2:40][CH2:41][CH2:42][C:38]=4[CH:37]=3)[CH2:15][S:16][C@H:11]12)=[O:8])[CH:2]=[CH2:3] |f:0.1,3.4|. Reported procedure: A mixture of sodium 7-[2-allyloxyimino-2-(5-amino-1,2,4-thiadiazole-3-yl)acetamido]-3-acetoxymethyl-3-cephem-4-carboxylate (syn isomer)(6.43 g), 1-methyl-5,6-dihydro-1H,4H-cyclopenta[c]pyrazole (3.2 g), sodium iodide (20.54 g), phosphoric acid (0.67 g), water (2.8 ml) and acetonitrile (8.5 ml) was stirred at 70° to 75° C. for 2 hours. The reaction mixture was poured into water (100 ml) and the aqueous layer was adjusted to pH 2.0 with 10% hydrochloric acid. After removal of precipitates by filtr... The reactants are CCN1c2c(Cl)cc(F)c(N)c2CS1(=O)=O, Cl, O=N[O-], [Na+], [Na+], [OH-], O, O=S(=O)(O)O. The product is CCN1c2c(Cl)cc(F)c(NN)c2CS1(=O)=O. As a reaction SMILES: [Cl:1][c:2]1[cH:3][c:4]([F:16])[c:5]([NH2:15])[c:6]2[c:10]1[N:9]([CH2:11][CH3:12])[S:8](=[O:13])(=[O:14])[CH2:7]2.[ClH:29].[N:17]([O-:18])=[O:19].[Na+:20].[Na+:22].[OH-:21].[OH2:23].[S:24](=[O:25])(=[O:26])([OH:27])[OH:28]>>[Cl:1][c:2]1[cH:3][c:4]([F:16])[c:5]([NH:15][NH2:17])[c:6]2[c:10]1[N:9]([CH2:11][CH3:12])[S:8](=[O:13])(=[O:14])[CH2:7]2. Reactants: Cc1ccccc1, C=CC(O)C(=O)OC, O=CC1CCCCC1, O, Cc1ccc(S(=O)(=O)O)cc1. Yields the product COC(=O)C=CCC1(C=O)CCCCC1. Reaction SMILES: [CH3:29][c:30]1[cH:31][cH:32][cH:33][cH:34][cH:35]1.[CH3:9][O:10][C:11]([CH:12]([CH:13]=[CH2:14])[OH:15])=[O:16].[CH:1]1([CH:7]=[O:8])[CH2:2][CH2:3][CH2:4][CH2:5][CH2:6]1.[OH2:17].[c:18]1([CH3:19])[cH:20][cH:21][c:22]([S:23]([OH:24])(=[O:25])=[O:26])[cH:27][cH:28]1>>[C:1]1([CH:7]=[O:8])([CH2:14][CH:13]=[CH:12][C:11]([O:10][CH3:9])=[O:16])[CH2:2][CH2:3][CH2:4][CH2:5][CH2:6]1. Reactants: C(C1=CC=CC=C1)[C@@H]1N(C(OC1)=O)[C@H](CC1=CC=C(C=C1)OCC1=CC=CC=C1)OC1=CC=CC=C1 ((S)-4-benzyl-3-[(1S)-2-(4-benzyloxyphenyl)-1-phenoxyethyl]-2-oxazolidinone). Reagents/catalysts: [Pd] (palladium on carbon). Run in C(C)(=O)OCC (ethyl acetate). The product is C(C1=CC=CC=C1)[C@@H]1N(C(OC1)=O)[C@H](CC1=CC=C(C=C1)O)OC1=CC=CC=C1 ((S)-4-Benzyl-3-[(1S)-2-(4-hydroxyphenyl)-1-phenoxyethyl]-2-oxazolidinone). As a reaction SMILES: [CH2:1]([C@H:8]1[CH2:12][O:11][C:10](=[O:13])[N:9]1[C@@H:14]([O:30][C:31]1[CH:36]=[CH:35][CH:34]=[CH:33][CH:32]=1)[CH2:15][C:16]1[CH:21]=[CH:20][C:19]([O:22]CC2C=CC=CC=2)=[CH:18][CH:17]=1)[C:2]1[CH:7]=[CH:6][CH:5]=[CH:4][CH:3]=1>C(OCC)(=O)C.[Pd]>[CH2:1]([C@H:8]1[CH2:12][O:11][C:10](=[O:13])[N:9]1[C@@H:14]([O:30][C:31]1[CH:36]=[CH:35][CH:34]=[CH:33][CH:32]=1)[CH2:15][C:16]1[CH:21]=[CH:20][C:19]([OH:22])=[CH:18][CH:17]=1)[C:2]1[CH:3]=[CH:4][CH:5]=[CH:6][CH:7]=1. Procedure: A solution of (S)-4-benzyl-3-[(1S)-2-(4-benzyloxyphenyl)-1-phenoxyethyl]-2-oxazolidinone (1.8 g) in ethyl acetate (50 ml) containing 10% palladium on carbon (1.8 g) was hydrogenated at 40 psi overnight. The catalyst was filtered, the solution concentrated and the product purified by flash chromatography (hexanes/ethyl acetate, 3:2) as an oil (0.81 g).